From a dataset of the Open Reaction Database (ORD), a public repository of structured organic reaction records. describe an organic reaction: reactants, conditions, products, and yield Reactants: Br, O=C(O)c1cn(C2CC2)c2cc(-c3ccc4c(c3)CNC4)c(F)cc2c1=O, O=CO, [Na+], O, O=C([O-])O. Yields the product CN1Cc2ccc(-c3cc4c(cc3F)c(=O)c(C(=O)O)cn4C3CC3)cc2C1. Reaction SMILES: [BrH:1].[CH:2]1([n:5]2[cH:6][c:7]([C:26](=[O:27])[OH:28])[c:8](=[O:25])[c:9]3[cH:10][c:11]([F:24])[c:12](-[c:15]4[cH:16][c:17]5[c:21]([cH:22][cH:23]4)[CH2:20][NH:19][CH2:18]5)[cH:13][c:14]23)[CH2:3][CH2:4]1.[CH:35]([OH:36])=[O:37].[Na+:30].[OH2:29].[OH:31][C:32](=[O:33])[O-:34]>>[CH:2]1([n:5]2[cH:6][c:7]([C:26](=[O:27])[OH:28])[c:8](=[O:25])[c:9]3[cH:10][c:11]([F:24])[c:12](-[c:15]4[cH:16][c:17]5[c:21]([cH:22][cH:23]4)[CH2:20][N:19]([CH3:32])[CH2:18]5)[cH:13][c:14]23)[CH2:3][CH2:4]1.